This data is from the Open Reaction Database (ORD), a public repository of structured organic reaction records. The task is: describe an organic reaction: reactants, conditions, products, and yield Starting materials: C(C)OC(=O)C=1C=NN(C1)C1=NC2=CC=C(C=C2C(N1)=O)OC1=CC=CC2=CC=CC=C12 (1-[6-(naphthalen-1-yloxy)-4-oxo-3,4-dihydro-quinazolin-2-yl]-1H-pyrazole-4-carboxylic acid ethyl ester), [OH-].[K+] (KOH). The solvent is C1CCOC1 (THF). Reaction conditions: time 4 hour. Yields the product C1(=CC=CC2=CC=CC=C12)OC=1C=C2C(NC(=NC2=CC1)N1N=CC(=C1)C(=O)O)=O (1-[6-(naphthalen-1-yloxy)-4-oxo-3,4-dihydro-quinazolin-2-yl]-1H-pyrazole-4-carboxylic acid). Yield: 86.2%. Reaction SMILES: C([O:3][C:4]([C:6]1[CH:7]=[N:8][N:9]([C:11]2[NH:20][C:19](=[O:21])[C:18]3[C:13](=[CH:14][CH:15]=[C:16]([O:22][C:23]4[C:32]5[C:27](=[CH:28][CH:29]=[CH:30][CH:31]=5)[CH:26]=[CH:25][CH:24]=4)[CH:17]=3)[N:12]=2)[CH:10]=1)=[O:5])C.[OH-].[K+]>C1COCC1>[C:23]1([O:22][C:16]2[CH:17]=[C:18]3[C:13](=[CH:14][CH:15]=2)[N:12]=[C:11]([N:9]2[CH:10]=[C:6]([C:4]([OH:5])=[O:3])[CH:7]=[N:8]2)[NH:20][C:19]3=[O:21])[C:32]2[C:27](=[CH:28][CH:29]=[CH:30][CH:31]=2)[CH:26]=[CH:25][CH:24]=1 |f:1.2|. Procedure: A mixture of 1-[6-(naphthalen-1-yloxy)-4-oxo-3,4-dihydro-quinazolin-2-yl]-1H-pyrazole-4-carboxylic acid ethyl ester (0.42 g, 0.99 mmol), 1M aq. KOH (5.0 mL) and THF (5.0 mL) was stirred for 4 h. The mixture was concentrated to remove the THF and the aqueous residue was acidified to pH 2 with 1M aq. HCl. The resulting precipitate was collected by filtration to provide the titled compound (0.34 g, 86%). MS (ESI): mass calcd. for C22H14N4O4, 398.1; m/z found, 399.1 [M+H]+. 1H NMR (500 MHz, DMSO-d6)... Starting materials: CS(=O)(=O)OCCC12CCC(C(=C1C=1C=CC(=CC1C2)OC)C)=O (2-(2-methoxy-5-methyl-6-oxo-6,7,8,9-tetrahydro-8aH-fluoren-8a-yl)ethyl methanesulfonate), [I-].[Na+] (sodium iodide). The solvent is CC(=O)C (acetone), CC(=O)C (acetone). Conditions: temperature 60 celsius. Yields the product ICCC12CC3=CC(=CC=C3C2=C(C(CC1)=O)C)OC (9a-(2-iodoethyl)-7-methoxy-4-methyl-1,2,9,9a-tetrahydro-3H-fluoren-3-one). The yield is 63.6%. RXN SMILES: CS(O[CH2:6][CH2:7][C:8]12[CH2:20][C:19]3[CH:18]=[C:17]([O:21][CH3:22])[CH:16]=[CH:15][C:14]=3[C:13]1=[C:12]([CH3:23])[C:11](=[O:24])[CH2:10][CH2:9]2)(=O)=O.[I-:25].[Na+]>CC(C)=O>[I:25][CH2:6][CH2:7][C:8]12[CH2:9][CH2:10][C:11](=[O:24])[C:12]([CH3:23])=[C:13]1[C:14]1[C:19](=[CH:18][C:17]([O:21][CH3:22])=[CH:16][CH:15]=1)[CH2:20]2 |f:1.2|. Procedure details: A solution of 2-(2-methoxy-5-methyl-6-oxo-6,7,8,9-tetrahydro-8aH-fluoren-8a-yl)ethyl methanesulfonate (49.7 mg, 0.142 mmol) in acetone (2.0 mL) was treated with sodium iodide (85 mg, 0.57 mmol) and the resulting mixture was stirred and heated in an oil bath at 60° C. for 16 hours. After cooling, the mixture was diluted with acetone (2 mL) and filtered through a 0.45 Fm Acrodisc filter. The filtrate was evaporated under vacuum and the residue in CH2Cl2 (3 mL) was re-filtered. The filtrate was pur... Starting materials: CC(C)(C)[O-].[K+] (KOtBu), C1(CCCCC1)NC1=NC=CC(=N1)C1=CNC2=NC=CC=C21 (Cyclohexyl-[4-(1H-pyrrolo[2,3-b]pyridin-3-yl)-pyrimidin-2-yl]-amine), CI (methyl iodide). Solvent: C1CCOC1 (THF). Run at time 1 hour. Yields the product C1(CCCCC1)NC1=NC=CC(=N1)C1=CN(C2=NC=CC=C21)C (Cyclohexyl-[4-(1-methyl-1H-pyrrolo[2,3-b]pyridin-3-yl)pyrimidin-2-yl]-amine). Yield: 82.0%. RXN SMILES: [CH:1]1([NH:7][C:8]2[N:13]=[C:12]([C:14]3[C:22]4[C:17](=[N:18][CH:19]=[CH:20][CH:21]=4)[NH:16][CH:15]=3)[CH:11]=[CH:10][N:9]=2)[CH2:6][CH2:5][CH2:4][CH2:3][CH2:2]1.[CH3:23]C([O-])(C)C.[K+].CI>C1COCC1>[CH:1]1([NH:7][C:8]2[N:13]=[C:12]([C:14]3[C:22]4[C:17](=[N:18][CH:19]=[CH:20][CH:21]=4)[N:16]([CH3:23])[CH:15]=3)[CH:11]=[CH:10][N:9]=2)[CH2:2][CH2:3][CH2:4][CH2:5][CH2:6]1 |f:1.2|. Procedure details: Compound 13 (24 mg) was dissolved in THF (1 mL) and KOtBu (1 M in THF, 82 μL) was added. The mixture was stirred for 1 hr, followed by addition of methyl iodide (5.1 μL). The stirring was continued for additional 1 hr, then the solution was concentrated and the residue was purified by flash chromatography [silica gel, EtOAc] to afford 16 mg (82%) of the desired product. 1H NMR (400 MHz, CDCl3) δ 8.65 (d, 1 H), 8.32 (d, 1 H), 8.13 (d, 1 H), 7.75 (s, 1 H), 7.15 (dd, 1 H), 6.71 (d, 1 H), 5.0 (m, 1 ... Reactants: B(Cl)(Cl)Cl (BCl3), C(C)(C)OC(=O)N1CCC(CC1)[C@H]1O[C@H](C2=CC=C(C(=C2C1)OC(C)C)C)CNC=O (4-((1R,3S)-1-formylaminomethyl-5-isopropoxy-6-methyl-isochroman-3-yl)-piperidine-1-carboxylic acid isopropyl ester), Cl (hydrochloric acid). Run at temperature -20 celsius, time 1 hour. Yields the product Cl.C(C)(C)OC(=O)N1CCC(CC1)[C@H]1O[C@H](C2=CC=C(C(=C2C1)O)C)CN (4-((1R,3S)-1-Aminomethyl-5-hydroxy-6-methyl-isochroman-3-yl)-piperidine-1-carboxylic acid isopropyl ester hydrochloride), Cl (HCl). RXN SMILES: [CH:1]([O:4][C:5]([N:7]1[CH2:12][CH2:11][CH:10]([C@@H:13]2[CH2:22][C:21]3[C:16](=[CH:17][CH:18]=[C:19]([CH3:27])[C:20]=3[O:23]C(C)C)[C@H:15]([CH2:28][NH:29]C=O)[O:14]2)[CH2:9][CH2:8]1)=[O:6])([CH3:3])[CH3:2].[ClH:32].B(Cl)(Cl)[Cl:34]>>[ClH:34].[CH:1]([O:4][C:5]([N:7]1[CH2:8][CH2:9][CH:10]([C@@H:13]2[CH2:22][C:21]3[C:16](=[CH:17][CH:18]=[C:19]([CH3:27])[C:20]=3[OH:23])[C@H:15]([CH2:28][NH2:29])[O:14]2)[CH2:11][CH2:12]1)=[O:6])([CH3:3])[CH3:2].[ClH:32] |f:3.4|. Procedure details: Stir a solution of 4-((1R,3S)-1-formylaminomethyl-5-isopropoxy-6-methyl-isochroman-3-yl)-piperidine-1-carboxylic acid isopropyl ester directly from the previous step in of 5% methanolic hydrochloric acid (4 mL) at room temperature for 2 days. Remove the solvent to give yellow oil. Purify the oil on a 2 g SCX column. The resulting residue was redissolved in 4 mL of anhydrous dichloromethane, cooled to −20° C., and 6 equivalents of BCl3 (using 1M BCl3 in dichloromethane) was added slowly into the ... The reactants are CNC(=O)C1=CC=CC=2SC(=CC21)C2=NC(=NC=C2Cl)NCCCN2[C@@H](CNCC2)C ((R)-2-{5-chloro-2-[3-(2-methylpiperazin-1-yl)-propylamino]-pyrimidin-4-yl}-benzo[b]thiophene-4-carboxylic acid methylamide), Cl.Cl.ClC=1C(=NC(=NC1)NCCC1CCN(CC1)C)C1=CC2=C(S1)C=CC=C2C(=O)N (2-{5-chloro-2-[2-(1-methylpiperidin-4-yl)-ethylamino]-pyrimidin-4-yl}-benzo[b]thiophene-4-carboxylic acid amide di-hydrochloride). The product is Cl.Cl.Cl.CNC(=O)C1=CC=CC=2SC(=CC21)C2=NC(=NC=C2Cl)NCCCN2[C@@H](CN(CC2)C)C ((R)-2-{5-Chloro-2-[3-(2,4-dimethyl-piperazin-1-yl)-propylamino]-pyrimidin-4-yl}-benzo[b]thiophene-4-carboxylic acid methylamide tri-hydrochloride). RXN SMILES: [ClH:1].Cl.[Cl:3][C:4]1C(C2SC3C=CC=C(C(N)=O)C=3C=2)=NC(NCCC2CCN(C)CC2)=NC=1.[CH3:32][NH:33][C:34]([C:36]1[C:44]2[CH:43]=[C:42]([C:45]3[C:50]([Cl:51])=[CH:49][N:48]=[C:47]([NH:52][CH2:53][CH2:54][CH2:55][N:56]4[CH2:61][CH2:60][NH:59][CH2:58][C@H:57]4[CH3:62])[N:46]=3)[S:41][C:40]=2[CH:39]=[CH:38][CH:37]=1)=[O:35]>>[ClH:3].[ClH:51].[ClH:1].[CH3:32][NH:33][C:34]([C:36]1[C:44]2[CH:43]=[C:42]([C:45]3[C:50]([Cl:51])=[CH:49][N:48]=[C:47]([NH:52][CH2:53][CH2:54][CH2:55][N:56]4[CH2:61][CH2:60][N:59]([CH3:4])[CH2:58][C@H:57]4[CH3:62])[N:46]=3)[S:41][C:40]=2[CH:39]=[CH:38][CH:37]=1)=[O:35] |f:0.1.2,4.5.6.7|. Reported procedure: Using the method of 2-{5-chloro-2-[2-(1-methylpiperidin-4-yl)-ethylamino]-pyrimidin-4-yl}-benzo[b]thiophene-4-carboxylic acid amide di-hydrochloride, the title compound is synthesized from (R)-2-{5-chloro-2-[3-(2-methylpiperazin-1-yl)-propylamino]-pyrimidin-4-yl}-benzo[b]thiophene-4-carboxylic acid methylamide and isolated as a yellow solid. ES+(m/z) 473 (35Cl) and 475 (37Cl) [M+H]. Reactants: BrCc1ccccc1, COC(=O)C1=Cc2cc(Br)ccc2NCC1, [H-], [Na+], CN(C)C=O, O. Product: COC(=O)C1=Cc2cc(Br)ccc2N(Cc2ccccc2)CC1. RXN SMILES: [Br:19][CH2:20][c:21]1[cH:22][cH:23][cH:24][cH:25][cH:26]1.[Br:1][c:2]1[cH:3][cH:4][c:5]2[c:6]([cH:16]1)[CH:7]=[C:8]([C:12](=[O:13])[O:14][CH3:15])[CH2:9][CH2:10][NH:11]2.[H-:17].[Na+:18].[O:28]=[CH:29][N:30]([CH3:31])[CH3:32].[OH2:27]>>[Br:1][c:2]1[cH:3][cH:4][c:5]2[c:6]([cH:16]1)[CH:7]=[C:8]([C:12](=[O:13])[O:14][CH3:15])[CH2:9][CH2:10][N:11]2[CH2:20][c:21]1[cH:22][cH:23][cH:24][cH:25][cH:26]1.